Dataset: the Open Reaction Database (ORD), a public repository of structured organic reaction records. Task: describe an organic reaction: reactants, conditions, products, and yield Yields the product CCOC(=O)C(C)n1ccnc1. As a reaction SMILES: [Br:6][CH:7]([C:8](=[O:9])[O:10][CH2:11][CH3:12])[CH3:13].[CH2:19]1[O:20][CH2:21][CH2:22][CH2:23]1.[CH3:14][CH2:15][CH2:16][CH2:17][CH3:18].[nH:1]1[cH:2][n:3][cH:4][cH:5]1>>[n:1]1([CH:7]([C:8](=[O:9])[O:10][CH2:11][CH3:12])[CH3:13])[cH:2][n:3][cH:4][cH:5]1. Starting materials: CCOC(=O)C(C)Br, C1CCOC1, CCCCC, c1c[nH]cn1. Reactants: Cn1cc(C(=O)O)c(=O)c2cc3cc(F)c(Cl)cc3nc21, Fc1ccc(NC2CCNCC2)cc1, c1ccncc1. Reaction SMILES: [Cl:1][c:2]1[c:3]([F:21])[cH:4][c:5]2[c:6]([n:7][c:8]3[n:9]([CH3:19])[cH:10][c:11]([C:16](=[O:17])[OH:18])[c:12](=[O:15])[c:13]3[cH:14]2)[cH:20]1.[F:22][c:23]1[cH:24][cH:25][c:26]([NH:27][CH:28]2[CH2:29][CH2:30][NH:31][CH2:32][CH2:33]2)[cH:34][cH:35]1.[cH:36]1[cH:37][cH:38][n:39][cH:40][cH:41]1>>[c:2]1([N:31]2[CH2:30][CH2:29][CH:28]([NH:27][c:26]3[cH:25][cH:24][c:23]([F:22])[cH:35][cH:34]3)[CH2:33][CH2:32]2)[c:3]([F:21])[cH:4][c:5]2[c:6]([n:7][c:8]3[n:9]([CH3:19])[cH:10][c:11]([C:16](=[O:17])[OH:18])[c:12](=[O:15])[c:13]3[cH:14]2)[cH:20]1. Product: Cn1cc(C(=O)O)c(=O)c2cc3cc(F)c(N4CCC(Nc5ccc(F)cc5)CC4)cc3nc21. Starting materials: N#N (N2), C(CC)(=O)N1C(=NC2=C1C=C(C(=C2C)OC)C)S(=O)CC2=NC=C(C(=C2C)OC)C (N1 -Propionyl-4,6-dimethyl-5-methoxy-2-[[(4-methoxy-3,5-dimethyl-2-pyridinyl) methyl]sulfinyl]-1H-benzimidazole), Cl (HCl). The solvent is [OH-].[Na+] (NaOH). Product: CC1=C(C(=CC=2NC(=NC21)S(=O)CC2=NC=C(C(=C2C)OC)C)C)OC (4,6-dimethyl-5-methoxy-2-[[(4-methoxy-3,5-dimethyl-2-pyridinyl)methyl]sulfinyl]-1H-benzimidazole). Isolated yield 34.9%. As a reaction SMILES: C([N:5]1[C:9]2[CH:10]=[C:11]([CH3:17])[C:12]([O:15][CH3:16])=[C:13]([CH3:14])[C:8]=2[N:7]=[C:6]1[S:18]([CH2:20][C:21]1[C:26]([CH3:27])=[C:25]([O:28][CH3:29])[C:24]([CH3:30])=[CH:23][N:22]=1)=[O:19])(=O)CC.N#N.Cl>[OH-].[Na+]>[CH3:14][C:13]1[C:8]2[N:7]=[C:6]([S:18]([CH2:20][C:21]3[C:26]([CH3:27])=[C:25]([O:28][CH3:29])[C:24]([CH3:30])=[CH:23][N:22]=3)=[O:19])[NH:5][C:9]=2[CH:10]=[C:11]([CH3:17])[C:12]=1[O:15][CH3:16] |f:3.4|. Procedure details: N1 -Propionyl-4,6-dimethyl-5-methoxy-2-[[(4-methoxy-3,5-dimethyl-2-pyridinyl) methyl]sulfinyl]-1H-benzimidazole (1.0 g, 0.0023 mol) was heated in 1M NaOH (15 ml) for 1 h under stirring and N2 -atmosphere. pH was adjusted to 9.5 by addition of 2M HCl. Extraction with CH2Cl2, separation of the phases, drying the organic phase, evaporation of the solvent and recrystallization from CH3CN gave the desired product (0.30 g, 35%), m.p. 137° C. The reactants are [H-].[Na+] (Sodium hydride), C(C)(=O)Cl (acetyl chloride), BrC1=CC=C(CCN(C2CCN(CC2)C(=O)OC(C)(C)C)CC2=CC=C(C=C2)S(N)(=O)=O)C=C1 (tert-Butyl 4-((4-bromophenethyl)(4-sulfamoylbenzyl)amino)piperidine-1-carboxylate). Run in C1CCOC1 (THF). Reaction conditions: temperature 0 celsius, time 2 day. Product: C(C)(=O)NS(=O)(=O)C1=CC=C(CN(C2CCN(CC2)C(=O)OC(C)(C)C)CCC2=CC=C(C=C2)Br)C=C1 (tert-butyl 4-((4-(N-acetylsulfamoyl)benzyl)(4-bromophenethyl)amino)piperidine-1-carboxylate). The yield is 65.0%. RXN SMILES: [Br:1][C:2]1[CH:34]=[CH:33][C:5]([CH2:6][CH2:7][N:8]([CH2:22][C:23]2[CH:28]=[CH:27][C:26]([S:29](=[O:32])(=[O:31])[NH2:30])=[CH:25][CH:24]=2)[CH:9]2[CH2:14][CH2:13][N:12]([C:15]([O:17][C:18]([CH3:21])([CH3:20])[CH3:19])=[O:16])[CH2:11][CH2:10]2)=[CH:4][CH:3]=1.[H-].[Na+].[C:37](Cl)(=[O:39])[CH3:38]>C1COCC1>[C:37]([NH:30][S:29]([C:26]1[CH:25]=[CH:24][C:23]([CH2:22][N:8]([CH2:7][CH2:6][C:5]2[CH:4]=[CH:3][C:2]([Br:1])=[CH:34][CH:33]=2)[CH:9]2[CH2:10][CH2:11][N:12]([C:15]([O:17][C:18]([CH3:21])([CH3:20])[CH3:19])=[O:16])[CH2:13][CH2:14]2)=[CH:28][CH:27]=1)(=[O:32])=[O:31])(=[O:39])[CH3:38] |f:1.2|. Procedure details: tert-Butyl 4-((4-bromophenethyl)(4-sulfamoylbenzyl)amino)piperidine-1-carboxylate (see Example 15, step 1) was dissolved in anhydrous THF (5 mL/mmol) under atmosphere of argon and the solution was cooled to 0° C. Sodium hydride (2 equiv) was then added in one portion and after 10 minutes acetyl chloride (2 equiv) was added dropwise by syringe over 10 minutes. The cooling batch was removed and the reaction mixture was allowed to stir for two days after which time the starting material could no lo... Reactants: CC(CC(=O)Cl)(C)C (3,3-Dimethylbutanoyl chloride), BrC1=CC(=C(C=C1)N)C(F)(F)F (4-Bromo-2-trifluoromethyl-phenylamine), C(C)#N (acetonitrile), O (Water). Run at time 8 hour. Yields the product BrC1=CC(=C(C=C1)C(C(=O)N)C(C)(C)C)C(F)(F)F (4-Bromo-2-trifluoromethyl-phenyl-3,3-dimethylbutanamide). Isolated yield 79.0%. As a reaction SMILES: [CH3:1][C:2]([CH3:8])([CH3:7])[CH2:3][C:4](Cl)=[O:5].[Br:9][C:10]1[CH:15]=[CH:14][C:13](N)=[C:12]([C:17]([F:20])([F:19])[F:18])[CH:11]=1.O.C(#[N:24])C>>[Br:9][C:10]1[CH:15]=[CH:14][C:13]([CH:3]([C:2]([CH3:8])([CH3:7])[CH3:1])[C:4]([NH2:24])=[O:5])=[C:12]([C:17]([F:18])([F:19])[F:20])[CH:11]=1. Procedure: 3,3-Dimethylbutanoyl chloride (617 mg, 0.64 mL, 4.6 mmol) was added to a solution of 4-Bromo-2-trifluoromethyl-phenylamine (1.0 g, 4.16 mmol) in acetonitrile (10 mL). The reaction mixture was stirred at room temperature overnight. Water was added to the mixture and the precipitate formed collected to give the title compound as a powder (1.1 g, 79% yield). Reactants: CS(=O)(=O)c1ccc(-c2cc(C(F)(F)F)nc(S(C)(=O)=O)n2)cc1, CC#N, NC1CCCC1. Product: CS(=O)(=O)c1ccc(-c2cc(C(F)(F)F)nc(NC3CCCC3)n2)cc1. As a reaction SMILES: [CH3:1][S:2](=[O:3])(=[O:4])[c:5]1[n:6][c:7]([C:21]([F:22])([F:23])[F:24])[cH:8][c:9](-[c:11]2[cH:12][cH:13][c:14]([S:17](=[O:18])(=[O:19])[CH3:20])[cH:15][cH:16]2)[n:10]1.[CH3:31][C:32]#[N:33].[CH:25]1([NH2:30])[CH2:26][CH2:27][CH2:28][CH2:29]1>>[c:5]1([NH:30][CH:25]2[CH2:26][CH2:27][CH2:28][CH2:29]2)[n:6][c:7]([C:21]([F:22])([F:23])[F:24])[cH:8][c:9](-[c:11]2[cH:12][cH:13][c:14]([S:17](=[O:18])(=[O:19])[CH3:20])[cH:15][cH:16]2)[n:10]1. Reactants: O=C(Cl)c1ccccc1, CN(C(=O)C1CCn2cccc21)c1ccccc1, Cc1ccccc1, [Li+], [Li+], O=C([O-])[O-]. The product is CN(C(=O)C1CCn2c(C(=O)c3ccccc3)ccc21)c1ccccc1. As a reaction SMILES: [C:25]([c:26]1[cH:27][cH:28][cH:29][cH:30][cH:31]1)(=[O:32])[Cl:33].[CH3:1][N:2]([C:3](=[O:4])[CH:5]1[CH2:6][CH2:7][n:8]2[cH:9][cH:10][cH:11][c:12]21)[c:13]1[cH:14][cH:15][cH:16][cH:17][cH:18]1.[CH3:34][c:35]1[cH:36][cH:37][cH:38][cH:39][cH:40]1.[Li+:19].[Li+:20].[O-:21][C:22](=[O:23])[O-:24]>>[CH3:1][N:2]([C:3](=[O:4])[CH:5]1[CH2:6][CH2:7][n:8]2[c:9]([C:25]([c:26]3[cH:27][cH:28][cH:29][cH:30][cH:31]3)=[O:32])[cH:10][cH:11][c:12]21)[c:13]1[cH:14][cH:15][cH:16][cH:17][cH:18]1.